The task is: describe an organic reaction: reactants, conditions, products, and yield. This data is from the Open Reaction Database (ORD), a public repository of structured organic reaction records. Reported procedure: The novel compound 2-neopentylanthraquinone which is prepared by Friedel-Crafts acylation of neopentylbenzene with phthalic anhydride and subsequent cyclization of the resulting 2-(4-neopentylbenzoyl)-benzoic acid in the presence of a strong, anhydrous acid, is a catalyst for the preparation of hydrogen peroxide. Reactants: OO (hydrogen peroxide), C(C(C)(C)C)C1=CC=CC=C1 (neopentylbenzene), C1(C=2C(C(=O)O1)=CC=CC2)=O (phthalic anhydride), C(C(C)(C)C)C1=CC=C(C(=O)C2=C(C(=O)O)C=CC=C2)C=C1 (2-(4-neopentylbenzoyl)-benzoic acid). RXN SMILES: C(C1C=CC=CC=1)C(C)(C)C.C1(=O)OC(=O)C2=CC=CC=C12.[CH2:23]([C:28]1[CH:44]=[CH:43][C:31]([C:32]([C:34]2[CH:42]=[CH:41][CH:40]=[CH:39][C:35]=2[C:36]([OH:38])=O)=[O:33])=[CH:30][CH:29]=1)[C:24]([CH3:27])([CH3:26])[CH3:25].OO>>[CH2:23]([C:28]1[CH:44]=[CH:43][C:31]2[C:32](=[O:33])[C:34]3[C:35](=[CH:39][CH:40]=[CH:41][CH:42]=3)[C:36](=[O:38])[C:30]=2[CH:29]=1)[C:24]([CH3:25])([CH3:26])[CH3:27]. Product: C(C(C)(C)C)C1=CC=2C(C3=CC=CC=C3C(C2C=C1)=O)=O (2-neopentylanthraquinone). Reactants: NCC=1C=C2C(=CNC2=CC1)CCN1C(C2=CC=CC=C2C1=O)=O (2-[2-[5-(aminomethyl)-1H-indol-3-yl]ethyl]-1H-isoindole-1,3-(2H)-dione), hydrate, [O-]C#N.[Na+] (sodium cyanate). The solvent is O (water), O (water). The product is O=C1N(C(C2=CC=CC=C12)=O)CCC1=CNC2=CC=C(C=C12)CNC(=O)N ([3-[2-(1,3-Dihydro-1,3-dioxo-2H-isoindol-2-yl)ethyl]-1H-indol-5-yl]methylurea). Reaction SMILES: [NH2:1][CH2:2][C:3]1[CH:4]=[C:5]2[C:9](=[CH:10][CH:11]=1)[NH:8][CH:7]=[C:6]2[CH2:12][CH2:13][N:14]1[C:22](=[O:23])[C:21]2[C:16](=[CH:17][CH:18]=[CH:19][CH:20]=2)[C:15]1=[O:24].[O-:25][C:26]#[N:27].[Na+]>O>[O:23]=[C:22]1[C:21]2[C:16](=[CH:17][CH:18]=[CH:19][CH:20]=2)[C:15](=[O:24])[N:14]1[CH2:13][CH2:12][C:6]1[C:5]2[C:9](=[CH:10][CH:11]=[C:3]([CH2:2][NH:1][C:26]([NH2:27])=[O:25])[CH:4]=2)[NH:8][CH:7]=1 |f:1.2|. Procedure details: A solution of 2-[2-[5-(aminomethyl)-1H-indol-3-yl]ethyl]-1H-isoindole-1,3-(2H)-dione, hemisulphate, hydrate (1.01 g) in hot water (27 ml) was treated with a solution of sodium cyanate (0.25 g) in water (9 ml) and heated on a steam bath for 1.5 h. The reaction mixture was cooled and filtered, affording the title urea as a white crystalline solid (0.82 g) m.p. 230°-2°. Run in CN(C=O)C (dimethylformamide). Reactants: ClC=1C=CC(=C(C1)C1=CC(N(C=C1OC)C(C(=O)O)CCOC)=O)C#N (2-[4-(5-chloro-2-cyanophenyl)-5-methoxy-2-oxopyridin-1(2H)-yl]-4-methoxybutanoic acid), NC1=CC=C(C(=O)OCC)C=C1 (ethyl 4-aminobenzoate), CC(N=C=NC(C)C)C (DIC). The product is ClC=1C=CC(=C(C1)C1=CC(N(C=C1OC)C(C(=O)NC1=CC=C(C(=O)OCC)C=C1)CCOC)=O)C#N (Ethyl 4-({2-[4-(5-chloro-2-cyanophenyl)-5-methoxy-2-oxopyridin-1(2H)-yl]-4-methoxybutanoyl}amino)benzoate). Reported procedure: 1.50 g (3.98 mmol) of 2-[4-(5-chloro-2-cyanophenyl)-5-methoxy-2-oxopyridin-1(2H)-yl]-4-methoxybutanoic acid (racemate), 658 mg (3.98 mmol) of ethyl 4-aminobenzoate, 566 mg (3.98 mmol) of Oxima and 620 μl (3.98 mmol) of DIC in 39 ml of dimethylformamide were reacted according to General Method 5B. Filtration gave the title compound. Yield: 1.87 g (85% of theory) Reaction SMILES: [Cl:1][C:2]1[CH:3]=[CH:4][C:5]([C:25]#[N:26])=[C:6]([C:8]2[C:13]([O:14][CH3:15])=[CH:12][N:11]([CH:16]([CH2:20][CH2:21][O:22][CH3:23])[C:17](O)=[O:18])[C:10](=[O:24])[CH:9]=2)[CH:7]=1.[NH2:27][C:28]1[CH:38]=[CH:37][C:31]([C:32]([O:34][CH2:35][CH3:36])=[O:33])=[CH:30][CH:29]=1.CC(C)N=C=NC(C)C>CN(C)C=O>[Cl:1][C:2]1[CH:3]=[CH:4][C:5]([C:25]#[N:26])=[C:6]([C:8]2[C:13]([O:14][CH3:15])=[CH:12][N:11]([CH:16]([CH2:20][CH2:21][O:22][CH3:23])[C:17]([NH:27][C:28]3[CH:29]=[CH:30][C:31]([C:32]([O:34][CH2:35][CH3:36])=[O:33])=[CH:37][CH:38]=3)=[O:18])[C:10](=[O:24])[CH:9]=2)[CH:7]=1. Reactants: BrCC1CCCO1, O=C([O-])[O-], CCCCc1nc(C)[nH]c(=O)c1Cc1ccc(-c2ccccc2C#N)cc1, CN(C)C=O, CCOC(C)=O, [K+], [K+]. Yields the product CCCCc1nc(C)n(CC2CCCO2)c(=O)c1Cc1ccc(-c2ccccc2C#N)cc1. As a reaction SMILES: [Br:34][CH2:35][CH:36]1[O:37][CH2:38][CH2:39][CH2:40]1.[C:28](=[O:29])([O-:30])[O-:31].[CH2:1]([CH2:2][CH2:3][CH3:4])[c:5]1[n:6][c:7]([CH3:27])[nH:8][c:9](=[O:26])[c:10]1[CH2:11][c:12]1[cH:13][cH:14][c:15](-[c:18]2[c:19]([C:24]#[N:25])[cH:20][cH:21][cH:22][cH:23]2)[cH:16][cH:17]1.[CH3:41][N:42]([CH3:43])[CH:44]=[O:45].[CH3:46][CH2:47][O:48][C:49](=[O:50])[CH3:51].[K+:32].[K+:33]>>[CH2:1]([CH2:2][CH2:3][CH3:4])[c:5]1[n:6][c:7]([CH3:27])[n:8]([CH2:35][CH:36]2[O:37][CH2:38][CH2:39][CH2:40]2)[c:9](=[O:26])[c:10]1[CH2:11][c:12]1[cH:13][cH:14][c:15](-[c:18]2[c:19]([C:24]#[N:25])[cH:20][cH:21][cH:22][cH:23]2)[cH:16][cH:17]1. Reaction SMILES: [CH3:1][O:2][C:3]([C:5]1[C:13]([CH2:14][N:15]2[C:19]3[CH:20]=[CH:21][CH:22]=[CH:23][C:18]=3[N:17](C(C)=C)[C:16]2=[O:27])=[C:12]2[C:8]([C:9]([CH3:30])=[C:10]([CH3:29])[N:11]2[CH3:28])=[CH:7][CH:6]=1)=[O:4].Cl>CO>[CH3:1][O:2][C:3]([C:5]1[C:13]([CH2:14][N:15]2[C:19]3[CH:20]=[CH:21][CH:22]=[CH:23][C:18]=3[NH:17][C:16]2=[O:27])=[C:12]2[C:8]([C:9]([CH3:30])=[C:10]([CH3:29])[N:11]2[CH3:28])=[CH:7][CH:6]=1)=[O:4]. Solvent: CO (MeOH). Isolated yield 93.6%. Starting materials: COC(=O)C1=CC=C2C(=C(N(C2=C1CN1C(N(C2=C1C=CC=C2)C(=C)C)=O)C)C)C (7-(3-Isopropenyl-2-oxo-2,3-dihydro-benzoimidazol-1-ylmethyl)-1,2,3-trimethyl-1H-indole-6-carboxylic acid methyl ester), Cl (HCl). The product is COC(=O)C1=CC=C2C(=C(N(C2=C1CN1C(NC2=C1C=CC=C2)=O)C)C)C (1,2,3-Trimethyl-7-(2-oxo-2,3-dihydro-benzoimidazol-1-ylmethyl)-1H-indole-6-carboxylic acid methyl ester). Reported procedure: 7-(3-Isopropenyl-2-oxo-2,3-dihydro-benzoimidazol-1-ylmethyl)-1,2,3-trimethyl-1H-indole-6-carboxylic acid methyl ester (100 mg. 0.25 mmol) was dissolved in MeOH (10 mL) and HCl (5 mL) solution at room temperature. The solution was heated to 60 C for 2 hours. The solution was cooled down and was extracted with EtOAc. The combined organic layer was dried with MgSO4 and was filtered. The filtrate was concentrated and the residue was purified by CombiFlash with 10% EtOAc in hexane as the eluent to af...